This data is from the Open Reaction Database (ORD), a public repository of structured organic reaction records. The task is: describe an organic reaction: reactants, conditions, products, and yield The reactants are [BH4-], CN(C)C=O, CC(=NCCO)c1ccccc1NC(=O)C(Cl)(Cl)Cl, [Na+]. The product is CC1c2ccccc2NC(=O)N1CCO. Reaction SMILES: [BH4-:20].[CH3:22][N:23]([CH3:24])[CH:25]=[O:26].[Cl:1][C:2]([C:3](=[O:4])[NH:5][c:6]1[c:7]([C:12]([CH3:13])=[N:14][CH2:15][CH2:16][OH:17])[cH:8][cH:9][cH:10][cH:11]1)([Cl:18])[Cl:19].[Na+:21]>>[C:3]1(=[O:4])[NH:5][c:6]2[c:7]([cH:8][cH:9][cH:10][cH:11]2)[CH:12]([CH3:13])[N:14]1[CH2:15][CH2:16][OH:17]. RXN SMILES: [Cl:1][C:2]1[C:3]([C:45](=[O:55])[N:46]([CH2:51][CH2:52][CH2:53][CH3:54])[CH2:47][CH2:48][CH2:49][CH3:50])=[N:4][N:5]([C:8]2[CH:32]=[CH:31][C:11]([C:12]([NH:14][S:15]([C:18]3[CH:27]=[C:26]4[C:21]([CH:22]=[CH:23][C:24]([C:28](O)=[O:29])=[CH:25]4)=[CH:20][CH:19]=3)(=[O:17])=[O:16])=[O:13])=[CH:10][C:9]=2[C:33]([N:35]2[CH2:44][CH2:43][C:42]3[C:37](=[CH:38][CH:39]=[CH:40][CH:41]=3)[CH2:36]2)=[O:34])[C:6]=1[CH3:7].[NH:56]1[CH2:61][CH2:60][O:59][CH2:58][CH2:57]1>>[CH2:47]([N:46]([CH2:51][CH2:52][CH2:53][CH3:54])[C:45]([C:3]1[C:2]([Cl:1])=[C:6]([CH3:7])[N:5]([C:8]2[CH:32]=[CH:31][C:11]([C:12](=[O:13])[NH:14][S:15]([C:18]3[CH:19]=[CH:20][C:21]4[C:26](=[CH:25][C:24]([C:28]([N:56]5[CH2:61][CH2:60][O:59][CH2:58][CH2:57]5)=[O:29])=[CH:23][CH:22]=4)[CH:27]=3)(=[O:16])=[O:17])=[CH:10][C:9]=2[C:33]([N:35]2[CH2:44][CH2:43][C:42]3[C:37](=[CH:38][CH:39]=[CH:40][CH:41]=3)[CH2:36]2)=[O:34])[N:4]=1)=[O:55])[CH2:48][CH2:49][CH3:50]. Reported procedure: Following a procedure analogous to that for the synthesis of Intermediate 12B of Example 12, 7-(N-(4-(4-chloro-3-(dibutylcarbamoyl)-5-methyl-1H-pyrazol-1-yl)-3-(1,2,3,4-tetrahydroisoquinoline-2-carbonyl)benzoyl)sulfamoyl)-2-naphthoic acid (Intermediate 46A 12 mg, 0.015 mmol) and morpholine (4 mg, 0.046 mmol) were converted to the title compound (3 mg, 20%). 1H NMR (1:1 CD3OD:CDCl3, 2:1 mixture of amide rotamers) δ 8.67 (s, 1H), 8.21 (d, J=8.3 Hz, 1H), 8.14 (dd, J=8.7, 1.5 Hz, 1H), 8.11 (d, J=1.7... Isolated yield 23.4%. Starting materials: Intermediate 12B, ClC=1C(=NN(C1C)C1=C(C=C(C(=O)NS(=O)(=O)C2=CC=C3C=CC(=CC3=C2)C(=O)O)C=C1)C(=O)N1CC2=CC=CC=C2CC1)C(N(CCCC)CCCC)=O (7-(N-(4-(4-chloro-3-(dibutylcarbamoyl)-5-methyl-1H-pyrazol-1-yl)-3-(1,2,3,4-tetrahydroisoquinoline-2-carbonyl)benzoyl)sulfamoyl)-2-naphthoic acid), ClC=1C(=NN(C1C)C1=C(C=C(C(=O)NS(=O)(=O)C2=CC=C3C=CC(=CC3=C2)C(=O)O)C=C1)C(=O)N1CC2=CC=CC=C2CC1)C(N(CCCC)CCCC)=O (7-(N-(4-(4-chloro-3-(dibutylcarbamoyl)-5-methyl-1H-pyrazol-1-yl)-3-(1,2,3,4-tetrahydroisoquinoline-2-carbonyl)benzoyl)sulfamoyl)-2-naphthoic acid), N1CCOCC1 (morpholine). The product is C(CCC)N(C(=O)C1=NN(C(=C1Cl)C)C1=C(C=C(C=C1)C(NS(=O)(=O)C1=CC2=CC(=CC=C2C=C1)C(=O)N1CCOCC1)=O)C(=O)N1CC2=CC=CC=C2CC1)CCCC (N,N-Dibutyl-4-chloro-5-methyl-1-(4-(7-(morpholine-4-carbonyl)naphthalen-2-ylsulfonylcarbamoyl)-2-(1,2,3,4-tetrahydroisoquinoline-2-carbonyl)phenyl)-1H-pyrazole-3-carboxamide). The reactants are COC(CC1=CC2=CC=C(C=C2C(=C1C)C1CCN(CC1)C(NC1=C(C=CC=C1F)F)=O)F)=O ({4-[1-(2,6-difluoro-phenylcarbamoyl)-piperidin-4-yl]-6-fluoro-3-methyl-naphthalen-2-yl}-acetic acid methyl ester), O.[OH-].[Li+] (lithium hydroxide monohydrate). The solvent is C1CCOC1 (THF), O (water). Reaction conditions: time 8 hour. Product: FC1=C(C(=CC=C1)F)NC(=O)N1CCC(CC1)C1=C(C(=CC2=CC=C(C=C12)F)CC(=O)O)C ({4-[1-(2,6-difluoro-phenyl-carbamoyl)-piperidin-4-yl]-6-fluoro-3-methyl-naphthalen-2-yl}-acetic acid). The yield is 63.9%. Reaction SMILES: C[O:2][C:3](=[O:34])[CH2:4][C:5]1[C:14]([CH3:15])=[C:13]([CH:16]2[CH2:21][CH2:20][N:19]([C:22](=[O:32])[NH:23][C:24]3[C:29]([F:30])=[CH:28][CH:27]=[CH:26][C:25]=3[F:31])[CH2:18][CH2:17]2)[C:12]2[C:7](=[CH:8][CH:9]=[C:10]([F:33])[CH:11]=2)[CH:6]=1.O.[OH-].[Li+]>C1COCC1.O>[F:31][C:25]1[CH:26]=[CH:27][CH:28]=[C:29]([F:30])[C:24]=1[NH:23][C:22]([N:19]1[CH2:20][CH2:21][CH:16]([C:13]2[C:12]3[C:7](=[CH:8][CH:9]=[C:10]([F:33])[CH:11]=3)[CH:6]=[C:5]([CH2:4][C:3]([OH:34])=[O:2])[C:14]=2[CH3:15])[CH2:17][CH2:18]1)=[O:32] |f:1.2.3|. Procedure details: To a solution of {4-[1-(2,6-difluoro-phenylcarbamoyl)-piperidin-4-yl]-6-fluoro-3-methyl-naphthalen-2-yl}-acetic acid methyl ester (95.4 mg, 0.203 mmol) in THF (8.0 mL) was added a solution of lithium hydroxide monohydrate (97.2 mg, 2.3 mmol) in water (2.0 mL) at room temperature. The resulting solution was stirred overnight at room temperature under a nitrogen atmosphere. Then, the solvent was removed and the residue was combined with water (25 mL). The mixture was neutralized with 1.0 N HCl. Th... Starting materials: [N+](=O)([O-])C=1C=C(CN)C=CC1 (3-nitrobenzylamine), ClC=1C2=C(N=C(N1)C=1C=NC=CC1)SC(=C2)C(F)(F)F (4-chloro-2-(pyridin-3-yl)-6-trifluoromethyl-thieno-[2,3-d]-pyrimidine). The product is N1=CC(=CC=C1)C=1N=C(C2=C(N1)SC(=C2)C(F)(F)F)NCC2=CC(=CC=C2)[N+](=O)[O-] (2-(pyridin-3-yl)-4-(3-nitrobenzylamino)-6-trifluoromethyl-thieno-[2,3-d]-pyrimidine). Reaction SMILES: [N+:1]([C:4]1[CH:5]=[C:6]([CH:9]=[CH:10][CH:11]=1)[CH2:7][NH2:8])([O-:3])=[O:2].Cl[C:13]1[C:14]2[CH:27]=[C:26]([C:28]([F:31])([F:30])[F:29])[S:25][C:15]=2[N:16]=[C:17]([C:19]2[CH:20]=[N:21][CH:22]=[CH:23][CH:24]=2)[N:18]=1>>[N:21]1[CH:22]=[CH:23][CH:24]=[C:19]([C:17]2[N:18]=[C:13]([NH:8][CH2:7][C:6]3[CH:9]=[CH:10][CH:11]=[C:4]([N+:1]([O-:3])=[O:2])[CH:5]=3)[C:14]3[CH:27]=[C:26]([C:28]([F:31])([F:29])[F:30])[S:25][C:15]=3[N:16]=2)[CH:20]=1. Reported procedure: With the procedure of Example 1, the reaction of 3-nitrobenzylamine with 4-chloro-2-(pyridin-3-yl)-6-trifluoromethyl-thieno-[2,3-d]-pyrimidine yields 2-(pyridin-3-yl)-4-(3-nitrobenzylamino)-6-trifluoromethyl-thieno-[2,3-d]-pyrimidine. Reactants: C(C)(=O)N1CC(C1)N1C(C(OC2=C(C1)C(=C(C=C2C2(OCCO2)C)Cl)F)C)=O (4-(1-acetylazetidin-3-yl)-7-chloro-6-fluoro-2-methyl-9-(2-methyl-1,3-dioxolan-2-yl)-4,5-dihydro-1,4-benzoxazepin-3(2H)-one), Cl (hydrogen chloride). Solvent: C(C)(=O)OCC (ethyl acetate), O (water), CO (methanol), O (water). Run at time 3 hour. The product is C(C)(=O)C1=CC(=C(C=2CN(C(C(OC21)C)=O)C2CN(C2)C(C)=O)F)Cl (9-Acetyl-4-(1-acetylazetidin-3-yl)-7-chloro-6-fluoro-2-methyl-4,5-dihydro-1,4-benzoxazepin-3(2H)-one). Isolated yield 77.8%. Reaction SMILES: [C:1]([N:4]1[CH2:7][CH:6]([N:8]2[CH2:14][C:13]3[C:15]([F:26])=[C:16]([Cl:25])[CH:17]=[C:18]([C:19]4([CH3:24])OCC[O:20]4)[C:12]=3[O:11][CH:10]([CH3:27])[C:9]2=[O:28])[CH2:5]1)(=[O:3])[CH3:2].Cl>CO.C(OCC)(=O)C.O>[C:19]([C:18]1[C:12]2[O:11][CH:10]([CH3:27])[C:9](=[O:28])[N:8]([CH:6]3[CH2:5][N:4]([C:1](=[O:3])[CH3:2])[CH2:7]3)[CH2:14][C:13]=2[C:15]([F:26])=[C:16]([Cl:25])[CH:17]=1)(=[O:20])[CH3:24]. Reported procedure: A solution of 4-(1-acetylazetidin-3-yl)-7-chloro-6-fluoro-2-methyl-9-(2-methyl-1,3-dioxolan-2-yl)-4,5-dihydro-1,4-benzoxazepin-3(2H)-one (190 mg, 0.460 mmol) in methanol (20 mL) and was treated with 6.0 M hydrogen chloride in water (1.15 mL, 6.90 mmol) and stirred at room temperature for 3 h. The reaction mixture was diluted with ethyl acetate and water. The organic layer was separated, washed with brine, dried over sodium sulfate, filtered, and concentrated to give the desired product (132 mg, ... The reactants are O=C1CCC(=O)N1Br, O=C(OOC(=O)c1ccccc1)c1ccccc1, ClC(Cl)(Cl)Cl, COc1ccc2c(C)cccc2c1C(F)(F)F. Yields the product COc1ccc2c(CBr)cccc2c1C(F)(F)F. Reaction SMILES: [Br:18][N:19]1[C:20](=[O:21])[CH2:22][CH2:23][C:24]1=[O:25].[C:26]([O:27][O:28][C:29](=[O:30])[c:31]1[cH:32][cH:33][cH:34][cH:35][cH:36]1)(=[O:37])[c:38]1[cH:39][cH:40][cH:41][cH:42][cH:43]1.[C:44]([Cl:45])([Cl:46])([Cl:47])[Cl:48].[CH3:1][O:2][c:3]1[c:4]([C:14]([F:15])([F:16])[F:17])[c:5]2[cH:6][cH:7][cH:8][c:9]([CH3:13])[c:10]2[cH:11][cH:12]1>>[CH3:1][O:2][c:3]1[c:4]([C:14]([F:15])([F:16])[F:17])[c:5]2[cH:6][cH:7][cH:8][c:9]([CH2:13][Br:18])[c:10]2[cH:11][cH:12]1. Reactants: O=C([O-])[O-], CC(C)(C)[Si](C)(C)OCCCBr, CCOC(=O)c1cc(F)c(O)c(Cl)c1, [K+], [K+], CN(C)C=O. Yields the product CCOC(=O)c1cc(F)c(OCCCO[Si](C)(C)C(C)(C)C)c(Cl)c1. As a reaction SMILES: [C:1](=[O:2])([O-:3])[O-:4].[C:7]([CH3:8])([CH3:9])([CH3:10])[Si:11]([O:12][CH2:13][CH2:14][CH2:15][Br:16])([CH3:17])[CH3:18].[Cl:19][c:20]1[cH:21][c:22]([C:23](=[O:24])[O:25][CH2:26][CH3:27])[cH:28][c:29]([F:32])[c:30]1[OH:31].[K+:5].[K+:6].[O:33]=[CH:34][N:35]([CH3:36])[CH3:37]>>[C:7]([CH3:8])([CH3:9])([CH3:10])[Si:11]([O:12][CH2:13][CH2:14][CH2:15][O:31][c:30]1[c:20]([Cl:19])[cH:21][c:22]([C:23](=[O:24])[O:25][CH2:26][CH3:27])[cH:28][c:29]1[F:32])([CH3:17])[CH3:18].